Dataset: the Open Reaction Database (ORD), a public repository of structured organic reaction records. Task: describe an organic reaction: reactants, conditions, products, and yield Starting materials: C1(=CC=CC=C1)NN (phenyl hydrazine), COC1=CC=C2CCC(C2=C1)=O (6-methoxy-1-indanone), [OH-].[Na+] (sodium hydroxide). The reagents and catalysts are C(C)(=O)O (acetic acid). Solvent: C(C)O (ethanol), O (H2O), C(C)(=O)OCC (ethyl acetate). Run at temperature 85 celsius. The product is COC1=CC=C2CC3=C(NC=4C=CC=CC34)C2=C1 (3-methoxy-5,10-dihydroindeno[1,2-b]indole). As a reaction SMILES: [C:1]1([NH:7]N)[CH:6]=[CH:5][CH:4]=[CH:3][CH:2]=1.[CH3:9][O:10][C:11]1[CH:19]=[C:18]2[C:14]([CH2:15][CH2:16][C:17]2=O)=[CH:13][CH:12]=1.[OH-].[Na+]>C(O)C.C(O)(=O)C.C(OCC)(=O)C.O>[CH3:9][O:10][C:11]1[CH:19]=[C:18]2[C:14]([CH2:15][C:16]3[C:2]4[CH:3]=[CH:4][CH:5]=[CH:6][C:1]=4[NH:7][C:17]=32)=[CH:13][CH:12]=1 |f:2.3|. Procedure: To a solution of phenyl hydrazine (1.21 mL, 1.33 g, 12.3 mmol) and 6-methoxy-1-indanone (2.01 g, 12.4 mmol) in ethanol (20 mL) was added glacial acetic acid (4 drops). The solution was stirred at reflux (85° C.) for 15 minutes and cooled to room temperature. Upon cooling, pale yellow crystals precipitated out of solution. Crystals were collected via vacuum filtration and dissolved in isopropanol (41 mL) Sulfuric acid (36 N, 1.39 mL) was added via syringe and the resulting solution was stirred at... The reactants are CC=1OCC(N1)(CCC1=CC=C(C=C1)OCCOC1=CC=CC=C1)CO ((2-methyl-4-{2-[4-(2-phenoxy-ethoxy)phenyl]-ethyl}-4,5-dihydro-oxazol-4-yl)-methanol), Cl (HCl), C(C)O (ethanol). Conditions: temperature 85 celsius, time 2 hour. The product is Cl.NC(CO)(CCC1=CC=C(C=C1)OCCOC1=CC=CC=C1)OCC (2-amino-4-{4-[2-phenoxy-ethoxy]-phenyl}-2-ethoxy-butan-1-ol hydrochloride). Reaction SMILES: CC1OC[C:5]([CH2:25][OH:26])([CH2:7][CH2:8][C:9]2[CH:14]=[CH:13][C:12]([O:15][CH2:16][CH2:17][O:18][C:19]3[CH:24]=[CH:23][CH:22]=[CH:21][CH:20]=3)=[CH:11][CH:10]=2)[N:6]=1.[ClH:27].[CH2:28]([OH:30])[CH3:29]>>[ClH:27].[NH2:6][C:5]([O:30][CH2:28][CH3:29])([CH2:7][CH2:8][C:9]1[CH:10]=[CH:11][C:12]([O:15][CH2:16][CH2:17][O:18][C:19]2[CH:20]=[CH:21][CH:22]=[CH:23][CH:24]=2)=[CH:13][CH:14]=1)[CH2:25][OH:26] |f:3.4|. Procedure details: To a solution of 4-[2-(4-hydroxymethyl-2-methyl-4,5-dihydro-oxazol-4-yl)-ethyl]-phenol (300 mg, 1.27 mmol) in DMF (5 ml) was added Cs2CO3 (1.2 g, 3.83 mmol) and 2-phenoxyethyl bromide (770 mg, 1.27 mmol). The reaction mixture was stirred at 85° C. for 4 hours. AcOEt and water were then added, the organic layer was separated and the aqueous phase was extracted with AcOEt (3×50 ml). The combined organic extracts were washed with brine, dried over MgSO4, and evaporated to dryness. Purification by f... Reaction conditions: temperature 0 celsius, time 20 minute. Yield: 92.0%. Yields the product Cl.CC(CC1=CC=C(C=C1)OC)(C)N (2-methyl-1-(4-methoxyphenyl)-2-propanamine hydrochloride). Procedure: 2-Methyl-1-(4-methoxyphenyl)-2-propanamine (19.0 g, 0.10 mol) was dissolved in tert-butyl methyl ether (200 mL) and cooled to 0° C. A solution of 1.3 M HCl in 1,4-dioxane (85 mL) was added through an addition funnel over a period of 10 min. After the addition was complete, stirring was continued for additional 20 min at 0° C. The resulting precipitate was collected by filtration through a sintered glass funnel. The solid was washed with tert-butyl methyl ether (3×50 mL), and dried in vacuum oven... Solvent: COC(C)(C)C (tert-butyl methyl ether), O1CCOCC1 (1,4-dioxane). Reaction SMILES: [CH3:1][C:2]([NH2:13])([CH3:12])[CH2:3][C:4]1[CH:9]=[CH:8][C:7]([O:10][CH3:11])=[CH:6][CH:5]=1.[ClH:14]>COC(C)(C)C.O1CCOCC1>[ClH:14].[CH3:12][C:2]([NH2:13])([CH3:1])[CH2:3][C:4]1[CH:9]=[CH:8][C:7]([O:10][CH3:11])=[CH:6][CH:5]=1 |f:4.5|. The reactants are CC(CC1=CC=C(C=C1)OC)(C)N (2-Methyl-1-(4-methoxyphenyl)-2-propanamine), Cl (HCl).